From a dataset of the Open Reaction Database (ORD), a public repository of structured organic reaction records. describe an organic reaction: reactants, conditions, products, and yield Reactants: CC(=O)O, CO, CC1CN(CCCC(=O)N2CCC3(CC3)C(O)C2)C(=O)C=CN1c1ccc(C(F)(F)F)c(Cl)c1. Product: CC1CN(CCCC(=O)N2CCC3(CC3)C(O)C2)C(=O)CCN1c1ccc(C(F)(F)F)c(Cl)c1. As a reaction SMILES: [CH3:35][C:36](=[O:37])[OH:38].[CH3:39][OH:40].[Cl:1][c:2]1[cH:3][c:4]([N:12]2[CH:13]([CH3:34])[CH2:14][N:15]([CH2:20][CH2:21][CH2:22][C:23](=[O:24])[N:25]3[CH2:26][CH:27]([OH:33])[C:28]4([CH2:29][CH2:30]4)[CH2:31][CH2:32]3)[C:16](=[O:19])[CH:17]=[CH:18]2)[cH:5][cH:6][c:7]1[C:8]([F:9])([F:10])[F:11]>>[Cl:1][c:2]1[cH:3][c:4]([N:12]2[CH:13]([CH3:34])[CH2:14][N:15]([CH2:20][CH2:21][CH2:22][C:23](=[O:24])[N:25]3[CH2:26][CH:27]([OH:33])[C:28]4([CH2:29][CH2:30]4)[CH2:31][CH2:32]3)[C:16](=[O:19])[CH2:17][CH2:18]2)[cH:5][cH:6][c:7]1[C:8]([F:9])([F:10])[F:11]. The reactants are Cl.ClC1=C(C=C(C=N1)CN)C ((6-chloro-5-methylpyridin-3-yl)methanamine HCl salt), FC1=NC=CC(=C1)B(O)O (2-fluoropyridin-4-ylboronic acid), COC=1C=CC=C(C1C=2C=CC=CC2P(C3CCCCC3)C4CCCCC4)OC (S-Phos), [O-]P(=O)([O-])[O-].[K+].[K+].[K+] (K3PO4). Reagents/catalysts: CC(=O)[O-].CC(=O)[O-].[Pd+2] (Pd(OAc)2). Conditions: time 10 minute. Yields the product FC1=NC=CC(=C1)C1=NC=C(C=C1C)CN ((2′-fluoro-3-methyl-2,4′-bipyridin-5-yl)methanamine). Reaction SMILES: Cl.Cl[C:3]1[N:8]=[CH:7][C:6]([CH2:9][NH2:10])=[CH:5][C:4]=1[CH3:11].[F:12][C:13]1[CH:18]=[C:17](B(O)O)[CH:16]=[CH:15][N:14]=1.COC1C=CC=C(OC)C=1C1C=CC=CC=1P(C1CCCCC1)C1CCCCC1.[O-]P([O-])([O-])=O.[K+].[K+].[K+]>CC([O-])=O.CC([O-])=O.[Pd+2]>[F:12][C:13]1[CH:18]=[C:17]([C:3]2[C:4]([CH3:11])=[CH:5][C:6]([CH2:9][NH2:10])=[CH:7][N:8]=2)[CH:16]=[CH:15][N:14]=1 |f:0.1,4.5.6.7,8.9.10|. Procedure: To a reaction vial was added (6-chloro-5-methylpyridin-3-yl)methanamine HCl salt 30-4 (738 mg, 3.8 mmol), 2-fluoropyridin-4-ylboronic acid 30-5 (800 mg, 5.7 mmol), Pd(OAc)2 (106 mg, 0.47 mmol), S-Phos (194 mg, 0.47 mmol) and K3PO4 (2.0 g, 9.5 mmol). The vial was evacuated and backfilled with nitrogen, and 2-butanol (5 mL) was added via syringe. The reaction was stirred at room temperature for 10 mins and then 100° C. for 3 hours. After cooling to room temperature, the reaction mixture was partit... Reactants: CC1=CC=C(C=C1)C(C(=O)OCCCC)(C)C (butyl 2-(4-methylphenyl)-2,2-dimethylacetate), BrN1C(CCC1=O)=O (N-bromosuccinimide). The reagents and catalysts are C(C1=CC=CC=C1)(=O)OOC(C1=CC=CC=C1)=O (benzoyl peroxide). The solvent is C(Cl)(Cl)(Cl)Cl (carbon tetrachloride). Product: BrCC1=CC=C(C=C1)C(C(=O)OCCCC)(C)C (butyl 2-(4-bromomethylphenyl)-2,2-dimethylacetate). The yield is 101.5%. As a reaction SMILES: [CH3:1][C:2]1[CH:7]=[CH:6][C:5]([C:8]([CH3:17])([CH3:16])[C:9]([O:11][CH2:12][CH2:13][CH2:14][CH3:15])=[O:10])=[CH:4][CH:3]=1.[Br:18]N1C(=O)CCC1=O>C(Cl)(Cl)(Cl)Cl.C(OOC(=O)C1C=CC=CC=1)(=O)C1C=CC=CC=1>[Br:18][CH2:1][C:2]1[CH:3]=[CH:4][C:5]([C:8]([CH3:16])([CH3:17])[C:9]([O:11][CH2:12][CH2:13][CH2:14][CH3:15])=[O:10])=[CH:6][CH:7]=1. Reported procedure: To a solution of t butyl 2-(4-methylphenyl)-2,2-dimethylacetate (19.4 g, 83 mmol) in carbon tetrachloride (350 mL) was added N-bromosuccinimide (16.2 g, 92 mmol) and benzoyl peroxide (0.5 g). The mixture was heated under reflux for 1 hour. The mixture was cooled to rt, and the precipitate was removed by filtration. The filtrate was washed with 10% NaHCO3 and brine, dried (Na2SO4), and evaporated to give t butyl 2-(4-bromomethylphenyl)-2,2-dimethylacetate as a light yellow oil (26.4 g, 100%). Reactants: C(C)OC(=O)C=1N=CC=2NC3=CC=C(C=C3C2C1CC)C(=O)OCC1=CC=CC=C1 (6-benzyloxycarbonyl-4-ethyl-β-carboline-3-carboxylic acid ethyl ester), Cl (hydrochloric acid). Reagents/catalysts: [Pd] (palladium/carbon). The solvent is CO (methanol). The product is C(C)OC(=O)C=1N=CC=2NC3=CC=C(C=C3C2C1CC)C(=O)O (3-ethoxycarbonyl-4-ethyl-β-carboline-6-carboxylic acid). Yield: 78.8%. RXN SMILES: [CH2:1]([O:3][C:4]([C:6]1[N:7]=[CH:8][C:9]2[NH:10][C:11]3[C:16]([C:17]=2[C:18]=1[CH2:19][CH3:20])=[CH:15][C:14]([C:21]([O:23]CC1C=CC=CC=1)=[O:22])=[CH:13][CH:12]=3)=[O:5])[CH3:2].Cl>CO.[Pd]>[CH2:1]([O:3][C:4]([C:6]1[N:7]=[CH:8][C:9]2[NH:10][C:11]3[C:16]([C:17]=2[C:18]=1[CH2:19][CH3:20])=[CH:15][C:14]([C:21]([OH:23])=[O:22])=[CH:13][CH:12]=3)=[O:5])[CH3:2]. Reported procedure: At room temperature and under normal pressure, 970 mg of 6-benzyloxycarbonyl-4-ethyl-β-carboline-3-carboxylic acid ethyl ester is hydrogenated for one hour in 50 ml of methanol with 3 ml of 1N hydrochloric acid and 1.50 g of 10% palladium/carbon. After the catalyst has been removed by filtration, the mixture is evaporated, thus obtaining 593 mg of 3-ethoxycarbonyl-4-ethyl-β-carboline-6-carboxylic acid as the hydrochloride.